Dataset: the Open Reaction Database (ORD), a public repository of structured organic reaction records. Task: describe an organic reaction: reactants, conditions, products, and yield Starting materials: B(OC(C)C)(OC(C)C)OC(C)C (Triisopropyl borate), C(CCC)[Li] (n-Butyllithium), CN(CCN(C)C)C (N1,N1,N2,N2-tetramethylethane-1,2-diamine), N1=C(C=CC=C1)NC(OC(C)(C)C)=O (tert-butyl pyridin-2-ylcarbamate), C([O-])([O-])=O.[K+].[K+] (potassium carbonate), BrC1=NC=C(C=C1)Br (2,5-dibromopyridine), precipitate. The reagents and catalysts are C=1C=CC(=CC1)[P](C=2C=CC=CC2)(C=3C=CC=CC3)[Pd]([P](C=4C=CC=CC4)(C=5C=CC=CC5)C=6C=CC=CC6)([P](C=7C=CC=CC7)(C=8C=CC=CC8)C=9C=CC=CC9)[P](C=1C=CC=CC1)(C=1C=CC=CC1)C=1C=CC=CC1 (tetrakis(triphenylphosphine)palladium(0)). Run in C1CCOC1 (THF), C1(=CC=CC=C1)C (toluene), CO (MeOH). Conditions: temperature 0 celsius, time 2 hour. Yields the product BrC=1C=CC(=NC1)C=1C(=NC=CC1)N (5-bromo-2,3′-bipyridin-2′-amine). Yield: 50.0%. RXN SMILES: C([Li])CCC.CN(C)CCN(C)C.[N:14]1[CH:19]=[CH:18][CH:17]=[CH:16][C:15]=1[NH:20]C(=O)OC(C)(C)C.B(OC(C)C)(OC(C)C)OC(C)C.C(=O)([O-])[O-].[K+].[K+].Br[C:48]1[CH:53]=[CH:52][C:51]([Br:54])=[CH:50][N:49]=1>C1COCC1.C1(C)C=CC=CC=1.CO.C1C=CC([P]([Pd]([P](C2C=CC=CC=2)(C2C=CC=CC=2)C2C=CC=CC=2)([P](C2C=CC=CC=2)(C2C=CC=CC=2)C2C=CC=CC=2)[P](C2C=CC=CC=2)(C2C=CC=CC=2)C2C=CC=CC=2)(C2C=CC=CC=2)C2C=CC=CC=2)=CC=1>[Br:54][C:51]1[CH:52]=[CH:53][C:48]([C:16]2[C:15]([NH2:20])=[N:14][CH:19]=[CH:18][CH:17]=2)=[N:49][CH:50]=1 |f:4.5.6,^1:72,74,93,112|. Procedure details: n-Butyllithium (1.6 M in hexane, 48.3 mL) was added dropwise to a solution of N1,N1,N2,N2-tetramethylethane-1,2-diamine (8.08 g) and tert-butyl pyridin-2-ylcarbamate (5 g) in THF (dry) (50 mL) at −78° C. The mixture was stirred at 0° C. under N2 for 2 hr. Triisopropyl borate (16.95 g) was added to the mixture at −78° C. The mixture was stirred at 0° C. under N2 for 30 min. The mixture was quenched with sat. NH4Cl aq. at 0° C. and added with Et2O to give a yellow precipitate (11.68 g, wet). A mix... Reported procedure: A mixture under N2 of palladium(II)acetate (13 mg, 0.06 mmol, 0.02 eq.), 2-dicyclohexylphosphino-2′,6′-dimethoxybiphenyl (48 mg, 0.12 mmol, 0.04 eq.), 5-fluoro-8-(4,4,5,5-tetramethyl-[1,3,2]dioxaborolan-2-yl)-3,4-dihydro-1H-isoquinoline-2-carboxylic acid benzyl ester (1.20 g, 2.92 mmol, 1.00 eq.) and potassium phosphate (1.24 g, 5.84 mmol, 2.00 eq.) in toluene (8 mL) and water (0.8 mL) was stirred at r.t. during 2 min. (4-Bromo-3-methoxy-phenyl)-acetic acid ethyl ester (797 mg, 2.92 mmol, 1.00 e... The reactants are C1(CCCCC1)P(C1=C(C=CC=C1)C1=C(C=CC=C1OC)OC)C1CCCCC1 (2-dicyclohexylphosphino-2′,6′-dimethoxybiphenyl), C(C1=CC=CC=C1)OC(=O)N1CC2=C(C=CC(=C2CC1)F)B1OC(C(O1)(C)C)(C)C (5-fluoro-8-(4,4,5,5-tetramethyl-[1,3,2]dioxaborolan-2-yl)-3,4-dihydro-1H-isoquinoline-2-carboxylic acid benzyl ester), P(=O)([O-])([O-])[O-].[K+].[K+].[K+] (potassium phosphate), C(C)OC(CC1=CC(=C(C=C1)Br)OC)=O ((4-Bromo-3-methoxy-phenyl)-acetic acid ethyl ester). The reagents and catalysts are C(C)(=O)[O-].[Pd+2].C(C)(=O)[O-] (palladium(II)acetate). As a reaction SMILES: C1(P(C2CCCCC2)C2C=CC=CC=2C2C(OC)=CC=CC=2OC)CCCCC1.[CH2:30]([O:37][C:38]([N:40]1[CH2:49][CH2:48][C:47]2[C:42](=[C:43](B3OC(C)(C)C(C)(C)O3)[CH:44]=[CH:45][C:46]=2[F:50])[CH2:41]1)=[O:39])[C:31]1[CH:36]=[CH:35][CH:34]=[CH:33][CH:32]=1.P([O-])([O-])([O-])=O.[K+].[K+].[K+].[CH2:68]([O:70][C:71](=[O:82])[CH2:72][C:73]1[CH:78]=[CH:77][C:76](Br)=[C:75]([O:80][CH3:81])[CH:74]=1)[CH3:69]>C1(C)C=CC=CC=1.O.CCOCC.C([O-])(=O)C.[Pd+2].C([O-])(=O)C>[CH2:30]([O:37][C:38]([N:40]1[CH2:49][CH2:48][C:47]2[C:42](=[C:43]([C:76]3[CH:77]=[CH:78][C:73]([CH2:72][C:71]([O:70][CH2:68][CH3:69])=[O:82])=[CH:74][C:75]=3[O:80][CH3:81])[CH:44]=[CH:45][C:46]=2[F:50])[CH2:41]1)=[O:39])[C:31]1[CH:32]=[CH:33][CH:34]=[CH:35][CH:36]=1 |f:2.3.4.5,10.11.12|. Reaction conditions: temperature 100 celsius, time 18 hour. Product: C(C1=CC=CC=C1)OC(=O)N1CC2=C(C=CC(=C2CC1)F)C1=C(C=C(C=C1)CC(=O)OCC)OC (8-(4-ethoxycarbonylmethyl-2-methoxy-phenyl)-5-fluoro-3,4-dihydro-1H-isoquinoline-2-carboxylic acid benzyl ester). Solvent: CCOCC (Et2O), C1(=CC=CC=C1)C (toluene), O (water).